From a dataset of the Open Reaction Database (ORD), a public repository of structured organic reaction records. describe an organic reaction: reactants, conditions, products, and yield Solvent: C(C)O.O (ethanol H2O). The product is N1CCC(CC1)OC1=C(C=C(C=C1)N(CC=CC1=CC(=CC=C1O)C(N)=N)C(=O)CCC(=O)O)C(F)(F)F (4-(piperdin-4-yl)oxy-3-trifluoromethyl-N-(2-(carboxy)ethylcarbonyl)-N-(3-(6-(hydroxy)-3-amidinophenyl)prop-2-en-1-yl)benzenamine). Procedure: To 4-(piperidin-4-yl)oxy-3-trifluoromethyl-N-(2-(ethoxycarbonyl)ethylcarbonyl)-N-(3-(6-(hydroxy)-3-amidinophenyl)prop-2-en-1-yl)benzenamine (2.0 g) in 100 mL ethanol/H2O (50/50) was added LiOH (0.56 g) at ambient temperature and the resulting solution was stirred at ambient temperature for 4 hours. The reaction was acidified with trifluoroacetic acid, concentrated, separated on HPLC (CH3CN/H2O, gradient) and freeze-dried to afford 4-(piperdin-4-yl)oxy-3-trifluoromethyl-N-(2-(carboxy)ethylcarbony... Run at time 4 hour. The reactants are N1CCC(CC1)OC1=C(C=C(C=C1)N(CC=CC1=CC(=CC=C1O)C(N)=N)C(=O)CCC(=O)OCC)C(F)(F)F (4-(piperidin-4-yl)oxy-3-trifluoromethyl-N-(2-(ethoxycarbonyl)ethylcarbonyl)-N-(3-(6-(hydroxy)-3-amidinophenyl)prop-2-en-1-yl)benzenamine), [Li+].[OH-] (LiOH), FC(C(=O)O)(F)F (trifluoroacetic acid). RXN SMILES: [NH:1]1[CH2:6][CH2:5][CH:4]([O:7][C:8]2[CH:13]=[CH:12][C:11]([N:14]([C:28]([CH2:30][CH2:31][C:32]([O:34]CC)=[O:33])=[O:29])[CH2:15][CH:16]=[CH:17][C:18]3[C:23]([OH:24])=[CH:22][CH:21]=[C:20]([C:25](=[NH:27])[NH2:26])[CH:19]=3)=[CH:10][C:9]=2[C:37]([F:40])([F:39])[F:38])[CH2:3][CH2:2]1.[Li+].[OH-].FC(F)(F)C(O)=O>C(O)C.O>[NH:1]1[CH2:6][CH2:5][CH:4]([O:7][C:8]2[CH:13]=[CH:12][C:11]([N:14]([C:28]([CH2:30][CH2:31][C:32]([OH:34])=[O:33])=[O:29])[CH2:15][CH:16]=[CH:17][C:18]3[C:23]([OH:24])=[CH:22][CH:21]=[C:20]([C:25](=[NH:26])[NH2:27])[CH:19]=3)=[CH:10][C:9]=2[C:37]([F:38])([F:39])[F:40])[CH2:3][CH2:2]1 |f:1.2,4.5|. The reactants are NC=1C=C2C(=NN(C2=CC1)C(=O)OC(C)(C)C)C (5-amino-N-tert-butoxycarbonyl-3-methyl-1H-indazole), solid, O1CCCC1 (tetrahydrofuran), FC=1C=C(C=CC1)S(=O)(=O)Cl (3-fluorobenzenesulfonyl chloride). Yield: 6.8%. Solvent: C(C)N(CC)CC (triethylamine). Reaction SMILES: [NH2:1][C:2]1[CH:3]=[C:4]2[C:8](=[CH:9][CH:10]=1)[N:7]([C:11]([O:13][C:14]([CH3:17])([CH3:16])[CH3:15])=[O:12])[N:6]=[C:5]2[CH3:18].O1CCCC1.[F:24][C:25]1[CH:26]=[C:27]([S:31](Cl)(=[O:33])=[O:32])[CH:28]=[CH:29][CH:30]=1>C(N(CC)CC)C>[C:14]([O:13][C:11]([N:7]1[C:8]2[C:4](=[CH:3][C:2]([NH:1][S:31]([C:27]3[CH:28]=[CH:29][CH:30]=[C:25]([F:24])[CH:26]=3)(=[O:33])=[O:32])=[CH:10][CH:9]=2)[C:5]([CH3:18])=[N:6]1)=[O:12])([CH3:15])([CH3:17])[CH3:16]. Procedure: N-(N-tert-Butoxycarbonyl-3-methyl-1H-indazol-5-yl)-3-fluorobenzenesulfonamide can be obtained as described in Example 1 from 0.9 g of 5-amino-N-tert-butoxycarbonyl-3-methyl-1H-indazole, 40 ml of tetrahydrofuran, 1 ml of triethylamine and 0.78 g of 3-fluorobenzenesulfonyl chloride. 0.1 g of N-(N-tert-butoxycarbonyl-3-methyl-1H-indazol-5-yl)-3-fluorobenzenesulfonamide is thus obtained in the form of a cream solid melting at 195° C. Product: C(C)(C)(C)OC(=O)N1N=C(C2=CC(=CC=C12)NS(=O)(=O)C1=CC(=CC=C1)F)C (N-(N-tert-butoxycarbonyl-3-methyl-1H-indazol-5-yl)-3-fluorobenzenesulfonamide). The product is FC=1C=C(CNC(=O)C2=C(N(C3=CC=C(C=C23)O)CC2=CC=CC=C2)C)C=C(C1)F (1-benzyl-5-hydroxy-2-methyl-1H-indole-3-carboxylic acid, 3,5-difluorobenzylamide). Run at time 16 hour. Reported procedure: To a solution of 1-benzyl-5-hydroxy-2-methyl-1H-indole-3-carboxylic acid (Compound 2, 205 mg, 0.73 mmol) in CH2Cl2 (5 ml) and DMF (3 ml) was added EDC (211 mg, 1.1 mmol), HOBT (149 mg, 1.1 mmol) and 3,5-difluorobenzylamine (260 μl, 2.2 mmol). The mixture was stirred at room temperature for 16 h, diluted with EtOAc, and washed with 1M HCl, and brine, and dried over Na2SO4, and concentrated under reduced pressure. The residue was purified by flash column chromatography on silica gel (30% to 50% Et... The solvent is CCOC(=O)C (EtOAc), C(Cl)Cl (CH2Cl2), CN(C)C=O (DMF). As a reaction SMILES: [CH2:1]([N:8]1[C:16]2[C:11](=[CH:12][C:13]([OH:17])=[CH:14][CH:15]=2)[C:10]([C:18]([OH:20])=O)=[C:9]1[CH3:21])[C:2]1[CH:7]=[CH:6][CH:5]=[CH:4][CH:3]=1.C(Cl)CCl.C1C=CC2N(O)N=NC=2C=1.[F:36][C:37]1[CH:38]=[C:39]([CH:42]=[C:43]([F:45])[CH:44]=1)[CH2:40][NH2:41]>C(Cl)Cl.CN(C=O)C.CCOC(C)=O>[F:36][C:37]1[CH:38]=[C:39]([CH:42]=[C:43]([F:45])[CH:44]=1)[CH2:40][NH:41][C:18]([C:10]1[C:11]2[C:16](=[CH:15][CH:14]=[C:13]([OH:17])[CH:12]=2)[N:8]([CH2:1][C:2]2[CH:7]=[CH:6][CH:5]=[CH:4][CH:3]=2)[C:9]=1[CH3:21])=[O:20]. Reactants: C(C1=CC=CC=C1)N1C(=C(C2=CC(=CC=C12)O)C(=O)O)C (1-benzyl-5-hydroxy-2-methyl-1H-indole-3-carboxylic acid), C(C1=CC=CC=C1)N1C(=C(C2=CC(=CC=C12)O)C(=O)O)C (1-benzyl-5-hydroxy-2-methyl-1H-indole-3-carboxylic acid), C(CCl)Cl (EDC), C=1C=CC2=C(C1)N=NN2O (HOBT), FC=1C=C(CN)C=C(C1)F (3,5-difluorobenzylamine). Starting materials: Brc1cc(Br)cc(Br)c1, O=C(CCl)c1c(Br)sc(Cl)c1Cl, O=C(Br)CBr, CC#N, O. The product is O=C(CBr)c1c(Br)cc(Br)cc1Br. Reaction SMILES: [Br:13][c:14]1[cH:15][c:16]([Br:21])[cH:17][c:18]([Br:20])[cH:19]1.[Br:1][c:2]1[s:3][c:4]([Cl:5])[c:6]([Cl:7])[c:8]1[C:9](=[O:10])[CH2:11][Cl:12].[Br:22][CH2:23][C:24](=[O:25])[Br:26].[CH3:27][C:28]#[N:29].[OH2:30]>>[Br:13][c:14]1[cH:15][c:16]([Br:21])[cH:17][c:18]([Br:20])[c:19]1[C:24]([CH2:23][Br:22])=[O:25]. Starting materials: ClC1=C(C(=CC2=CC=CC=C12)C)[C@H]1OC1 ((R)-2-(1-chloro-3-methylnaphthalen-2-yl)oxirane), FC(C(C)(C)O)(F)F (2-trifluoromethyl-2-propanol), B(F)(F)F.CCOCC (boron trifluoride diethyl etherate). Conditions: temperature 0 celsius, time 16 hour. Procedure details: To a stirred solution of (R)-2-(1-chloro-3-methylnaphthalen-2-yl)oxirane (340 mg, 1.56 mmol) and 2-trifluoromethyl-2-propanol (4.3 mL, 38.97 mmol) in CH2Cl2 (4.3 mL), boron trifluoride diethyl etherate (1.9 mL, 15.60 mmol) was added at 0° C. The reaction mixture was stirred for 16 h at 0° C. and allowed to warm to room temperature overnight. The mixture was quenched with saturated aqueous NaHCO3, and then diluted with CH2Cl2. The organic phase was washed with brine, dried over Na2SO4, filtered a... Run in C(Cl)Cl (CH2Cl2). The product is ClC1=C(C(=CC2=CC=CC=C12)C)C(CO)OC(C(F)(F)F)(C)C (2-(1-chloro-3-methylnaphthalen-2-yl)-2-(1,1,1-trifluoro-2-methylpropan-2-yloxy)ethanol). Reaction SMILES: [Cl:1][C:2]1[C:11]2[C:6](=[CH:7][CH:8]=[CH:9][CH:10]=2)[CH:5]=[C:4]([CH3:12])[C:3]=1[C@@H:13]1[CH2:15][O:14]1.[F:16][C:17]([F:23])([F:22])[C:18]([OH:21])([CH3:20])[CH3:19].B(F)(F)F.CCOCC>C(Cl)Cl>[Cl:1][C:2]1[C:11]2[C:6](=[CH:7][CH:8]=[CH:9][CH:10]=2)[CH:5]=[C:4]([CH3:12])[C:3]=1[CH:13]([O:21][C:18]([CH3:20])([CH3:19])[C:17]([F:23])([F:22])[F:16])[CH2:15][OH:14] |f:2.3|. Starting materials: [Cl-].[NH4+] (ammonium chloride), ICCCCCC (1-iodohexane), [H-].[Na+] (sodium hydride), C(C)(=O)N(CCCN1C(C=2C(C1=O)=CC=CC2)=O)C2=C(C=C(C=C2)C=2OC1=C(C(C2)=O)C(=C(C=C1F)F)N)F (2-[4-[N-Acetyl-N-(3-phthalimidopropyl)amino]-3-fluorophenyl]-5-amino-6,8-difluoro-4H-1-benzopyran-4-one). Solvent: CN(C=O)C (dimethylformamide). Run at time 2 hour. Product: C(C)(=O)N(CCCN1C(C=2C(C1=O)=CC=CC2)=O)C2=C(C=C(C=C2)C=2OC1=C(C(C2)=O)C(=C(C=C1F)F)NCCCCCC)F (2-[4-[N-acetyl-N-(3-phthalimidopropyl)amino]-3-fluorophenyl]-6,8-difluoro-5-hexylamino-4H-1-benzopyran-4-one). Yield: 35.0%. As a reaction SMILES: [C:1]([N:4]([C:19]1[CH:24]=[CH:23][C:22]([C:25]2[O:26][C:27]3[C:35]([F:36])=[CH:34][C:33]([F:37])=[C:32]([NH2:38])[C:28]=3[C:29](=[O:31])[CH:30]=2)=[CH:21][C:20]=1[F:39])[CH2:5][CH2:6][CH2:7][N:8]1[C:12](=[O:13])[C:11]2=[CH:14][CH:15]=[CH:16][CH:17]=[C:10]2[C:9]1=[O:18])(=[O:3])[CH3:2].I[CH2:41][CH2:42][CH2:43][CH2:44][CH2:45][CH3:46].[H-].[Na+].[Cl-].[NH4+]>CN(C)C=O>[C:1]([N:4]([C:19]1[CH:24]=[CH:23][C:22]([C:25]2[O:26][C:27]3[C:35]([F:36])=[CH:34][C:33]([F:37])=[C:32]([NH:38][CH2:41][CH2:42][CH2:43][CH2:44][CH2:45][CH3:46])[C:28]=3[C:29](=[O:31])[CH:30]=2)=[CH:21][C:20]=1[F:39])[CH2:5][CH2:6][CH2:7][N:8]1[C:9](=[O:18])[C:10]2=[CH:17][CH:16]=[CH:15][CH:14]=[C:11]2[C:12]1=[O:13])(=[O:3])[CH3:2] |f:2.3,4.5|. Reported procedure: 450 mg of Compound 28 was dissolved in 15 ml of dimethylformamide, 0.62 ml of 1-iodohexane and 34 mg of sodium hydride (60% oil dispersion) were added under ice-cooling and the mixture was stirred at room temperature for 2 hours. An aqueous solution of ammonium chloride was added, the reaction solution was concentrated under reduced pressure and the residue was extracted once with chloroform. The chloroform layer was washed with an aqueous saturated solution of sodium chloride, dried over anhydr... The reactants are NC1=CC=C(C=C1)C=1C(OC2=CC(=CC=C2C1)N1N=C(C(=N1)CC)C)=O (3-(4-aminophenyl)-7-(4-ethyl-5-methyl-2H-1,2,3-triazol-2-yl)-coumarin), CN(C)C=NN=CN(C)C (1,2-bis-(dimethylaminomethylene)-hydrazine), CN(C)C=NN=CN(C)C (1,2-bis-(dimethylaminomethylene)-hydrazine). Reagents/catalysts: CC1=CC=C(C=C1)S(=O)(=O)O (4-methylbenzenesulphonic acid). The solvent is CN(C=O)C (dimethylformamide). The product is N=1N=CN(C1)C1=CC=C(C=C1)C=1C(OC2=CC(=CC=C2C1)N1N=C(C(=N1)CC)C)=O (3-(4-(1,2,4-triazol-4-yl)-phenyl)-7-(4-ethyl-5-methyl-2H-1,2,3-triazol-2-yl)-coumarin). Isolated yield 71.8%. Reaction SMILES: [NH2:1][C:2]1[CH:7]=[CH:6][C:5]([C:8]2[C:9](=[O:26])[O:10][C:11]3[C:16]([CH:17]=2)=[CH:15][CH:14]=[C:13]([N:18]2[N:22]=[C:21]([CH2:23][CH3:24])[C:20]([CH3:25])=[N:19]2)[CH:12]=3)=[CH:4][CH:3]=1.CN([CH:30]=[N:31][N:32]=[CH:33]N(C)C)C>CN(C)C=O.CC1C=CC(S(O)(=O)=O)=CC=1>[N:31]1[N:32]=[CH:33][N:1]([C:2]2[CH:7]=[CH:6][C:5]([C:8]3[C:9](=[O:26])[O:10][C:11]4[C:16]([CH:17]=3)=[CH:15][CH:14]=[C:13]([N:18]3[N:22]=[C:21]([CH2:23][CH3:24])[C:20]([CH3:25])=[N:19]3)[CH:12]=4)=[CH:4][CH:3]=2)[CH:30]=1. Procedure: 17.3 g (50.0 mmols) of 3-(4-aminophenyl)-7-(4-ethyl-5-methyl-2H-1,2,3-triazol-2-yl)-coumarin, 10.5 g (75.0 mmols) of 1,2-bis-(dimethylaminomethylene)-hydrazine and 200 mg of 4-methylbenzenesulphonic acid are refluxed in 40 ml of anhydrous dimethylformamide for 10 hours under an N2 atmosphere. A further 3.50 g (25.0 mmols) of 1,2-bis-(dimethylaminomethylene)-hydrazine are then added, and the mixture is refluxed for a further 10 hours. 16.1 g (81%) of pale yellow crystals are precipitated on cooli...